This data is from the Open Reaction Database (ORD), a public repository of structured organic reaction records. The task is: describe an organic reaction: reactants, conditions, products, and yield The reactants are CCOC(C)=O, C1CCOC1, Cc1ccccc1C(=O)O, CCCCCC, OCc1ccn2nc(-c3ccc(F)cc3)c(-c3ccncc3)c2c1, CCOC(=O)N=NC(=O)OCC, c1ccc(P(c2ccccc2)c2ccccc2)cc1. The product is Cc1ccccc1C(=O)OCc1ccn2nc(-c3ccc(F)cc3)c(-c3ccncc3)c2c1. As a reaction SMILES: [C:71]([O:72][CH2:73][CH3:74])(=[O:75])[CH3:76].[CH2:66]1[O:67][CH2:68][CH2:69][CH2:70]1.[CH3:44][c:45]1[cH:46][cH:47][cH:48][cH:49][c:50]1[C:51]([OH:52])=[O:53].[CH3:77][CH2:78][CH2:79][CH2:80][CH2:81][CH3:82].[F:1][c:2]1[cH:3][cH:4][c:5](-[c:8]2[n:9][n:10]3[c:11]([cH:12][c:13]([CH2:16][OH:17])[cH:14][cH:15]3)[c:18]2-[c:19]2[cH:20][cH:21][n:22][cH:23][cH:24]2)[cH:6][cH:7]1.[O:54]=[C:55]([O:56][CH2:57][CH3:58])[N:59]=[N:60][C:61]([O:62][CH2:63][CH3:64])=[O:65].[c:25]1([P:26]([c:27]2[cH:28][cH:29][cH:30][cH:31][cH:32]2)[c:33]2[cH:34][cH:35][cH:36][cH:37][cH:38]2)[cH:39][cH:40][cH:41][cH:42][cH:43]1>>[F:1][c:2]1[cH:3][cH:4][c:5](-[c:8]2[n:9][n:10]3[c:11]([cH:12][c:13]([CH2:16][O:17][C:51]([c:50]4[c:45]([CH3:44])[cH:46][cH:47][cH:48][cH:49]4)=[O:52])[cH:14][cH:15]3)[c:18]2-[c:19]2[cH:20][cH:21][n:22][cH:23][cH:24]2)[cH:6][cH:7]1.